From a dataset of the Open Reaction Database (ORD), a public repository of structured organic reaction records. describe an organic reaction: reactants, conditions, products, and yield The reactants are O=S1(NC2=C(C1F)C(=CC=C2[N+](=O)[O-])Cl)=O (1,3-dihydro-2,2-dioxo-4-chloro-3-fluoro-7-nitro-2,1-benzisothiazole), [Sn](Cl)Cl (Tin (II) chloride), C(C)O (ethanol). Run at time 16 hour. Product: O=S1(NC2=C(C1(C)F)C(=CC=C2N)Cl)=O (1,3-dihydro-2,2-dioxo-3-fluoro-4-chloro-3-methyl-7-amino-2,1-benzisothiazole). The yield is 47.0%. As a reaction SMILES: [O:1]=[S:2]1(=[O:16])[CH:6]([F:7])[C:5]2[C:8]([Cl:15])=[CH:9][CH:10]=[C:11]([N+:12]([O-])=O)[C:4]=2[NH:3]1.[Sn](Cl)Cl.[CH2:20](O)C>>[O:1]=[S:2]1(=[O:16])[C:6]([F:7])([CH3:20])[C:5]2[C:8]([Cl:15])=[CH:9][CH:10]=[C:11]([NH2:12])[C:4]=2[NH:3]1. Procedure: To the solution of 1,3-dihydro-2,2-dioxo-4-chloro-3-fluoro-7-nitro-2,1-benzisothiazole (100 mg, 0.4 mmol) in ethanol (10 ml), Tin (II) chloride (443 mg, 2.0 mmol) was added. The reaction mixture was stirred at room temperature for about 16 hours. Then all solvent was evaporated. Chromatography of the residue on silica gel (50% Ethyl acetate/Hexane) gave desired product (43 mg, 47%). EI-MS m/z 237.2 (M+). The reactants are COC(CC1=C(C=C(C=C1)C#CC1=CC=2C(CC=C(C2C=C1)OS(=O)(=O)C(F)(F)F)(C)C)F)=O ([4-(8,8-dimethyl-5-trifluoromethanesulfonyloxy-7,8-dihydro-naphthalen-2-ylethynyl)-2-fluoro-phenyl]-acetic acid methyl ester), C(C)O (ethanol), CN(C=O)C (N,N-dimethylformamide), COC(CC1=C(C=C(C=C1)C#CC1=CC=2C(CC=C(C2C=C1)OS(=O)(=O)C(F)(F)F)(C)C)F)=O ([4-(8,8-dimethyl-5-trifluoromethanesulfonyloxy-7,8-dihydro-naphthalen-2-ylethynyl)-2-fluoro-phenyl]-acetic acid methyl ester), C1(=CC=CC=C1)P(CCCP(C1=CC=CC=C1)C1=CC=CC=C1)C1=CC=CC=C1 (1,3-bis(diphenylphosphino)propane). The reagents and catalysts are C(C)(=O)[O-].[Pd+2].C(C)(=O)[O-] (palladium acetate). Run in C(C)(=O)OCC (ethyl acetate), C(C)N(CC)CC (triethyl amine), CCCCCC (hexane). The product is C(C)OC(=O)C1=CCC(C2=CC(=CC=C12)C#CC1=CC(=C(C=C1)CC(=O)OC)F)(C)C (6-(3-Fluoro-4-methoxycarbonylmethyl-phenylethynyl)-4,4-dimethyl-3,4-dihydro-naphthalene-1-carboxylic acid ethyl ester). RXN SMILES: [CH3:1][O:2][C:3](=[O:34])[CH2:4][C:5]1[CH:10]=[CH:9][C:8]([C:11]#[C:12][C:13]2[CH:22]=[CH:21][C:20]3[C:19](OS(C(F)(F)F)(=O)=O)=[CH:18][CH2:17][C:16]([CH3:32])([CH3:31])[C:15]=3[CH:14]=2)=[CH:7][C:6]=1[F:33].C1(P(C2C=CC=CC=2)CCCP(C2C=CC=CC=2)C2C=CC=CC=2)C=CC=CC=1.CN(C)[CH:66]=[O:67].[CH2:69]([OH:71])[CH3:70]>CCCCCC.C([O-])(=O)C.[Pd+2].C([O-])(=O)C.C(OCC)(=O)C.C(N(CC)CC)C>[CH2:69]([O:71][C:66]([C:19]1[C:20]2[C:15](=[CH:14][C:13]([C:12]#[C:11][C:8]3[CH:9]=[CH:10][C:5]([CH2:4][C:3]([O:2][CH3:1])=[O:34])=[C:6]([F:33])[CH:7]=3)=[CH:22][CH:21]=2)[C:16]([CH3:31])([CH3:32])[CH2:17][CH:18]=1)=[O:67])[CH3:70] |f:5.6.7|. Procedure details: Following General Procedure E and using [4-(8,8-dimethyl-5-trifluoromethanesulfonyloxy-7,8-dihydro-naphthalen-2-ylethynyl)-2-fluoro-phenyl]-acetic acid methyl ester (Intermediate 203, 0.32 g, 0.65 mmol), palladium acetate (0.015 g, 0.064 mmol), 1,3-bis(diphenylphosphino)propane (0.027 g, 0.064 mmol), N,N-dimethylformamide (55 mL), ethanol (2 mL) and triethyl amine (2 mL) followed by flash column chromatography over silica gel (230–400 mesh) using 5–15% ethyl acetate in hexane as the eluent the t... Reactants: CC1(OC(C(C(O1)=O)=CNC1=CN=C(S1)CCC)=O)C (2,2-Dimethyl-5-[(2-propyl-thiazol-5-ylamino)-methylene]-[1,3]dioxane-4,6-dione), C1(=CC=CC=C1)OC1=CC=CC=C1 (diphenyl ether). The solvent is hexanes. Yields the product C(CC)C=1SC=2NC=CC(C2N1)=O (2-Propyl-4H-thiazolo[5,4-b]pyridin-7-one). Yield: 82.8%. Reaction SMILES: CC1(C)OC(=O)[C:5](=[CH:9][NH:10][C:11]2[S:15][C:14]([CH2:16][CH2:17][CH3:18])=[N:13][CH:12]=2)[C:4](=O)[O:3]1.C1(OC2C=CC=CC=2)C=CC=CC=1>>[CH2:16]([C:14]1[S:15][C:11]2[NH:10][CH:9]=[CH:5][C:4](=[O:3])[C:12]=2[N:13]=1)[CH2:17][CH3:18]. Procedure details: The product of Example 5E (230 mg, 0.7781 mmol) was added to refluxing diphenyl ether (5 mL) under a nitrogen atmosphere. After refluxing for 5 minutes, the solution was cooled in an ice bath and diluted with hexanes (50 mL). The resulting golden solid was collected by vacuum filtration and thoroughly washed with hexanes to give the title compound (125 mg, 0.644 mmol, 83%). Reaction SMILES: [CH2:1]([c:2]1[cH:3][cH:4][cH:5][cH:6][cH:7]1)[O:8][CH:9]1[CH:10]([CH2:54][O:55][Si:56]([C:57]([CH3:58])([CH3:59])[CH3:60])([CH3:61])[CH3:62])[O:11][C:12]([O:31][CH3:32])([c:33]2[cH:34][c:35]([CH2:40][c:41]3[cH:42][cH:43][c:44]([O:47][CH2:48][CH2:49][O:50][CH:51]4[CH2:52][CH2:53]4)[cH:45][cH:46]3)[c:36]([Cl:39])[cH:37][cH:38]2)[CH:13]([O:23][CH2:24][c:25]2[cH:26][cH:27][cH:28][cH:29][cH:30]2)[CH:14]1[O:15][CH2:16][c:17]1[cH:18][cH:19][cH:20][cH:21][cH:22]1.[CH3:63][C:64](=[O:65])[Cl:66].[CH3:67][OH:68]>>[CH2:1]([c:2]1[cH:3][cH:4][cH:5][cH:6][cH:7]1)[O:8][CH:9]1[CH:10]([CH2:54][OH:55])[O:11][C:12]([O:31][CH3:32])([c:33]2[cH:34][c:35]([CH2:40][c:41]3[cH:42][cH:43][c:44]([O:47][CH2:48][CH2:49][O:50][CH:51]4[CH2:52][CH2:53]4)[cH:45][cH:46]3)[c:36]([Cl:39])[cH:37][cH:38]2)[CH:13]([O:23][CH2:24][c:25]2[cH:26][cH:27][cH:28][cH:29][cH:30]2)[CH:14]1[O:15][CH2:16][c:17]1[cH:18][cH:19][cH:20][cH:21][cH:22]1. The product is COC1(c2ccc(Cl)c(Cc3ccc(OCCOC4CC4)cc3)c2)OC(CO)C(OCc2ccccc2)C(OCc2ccccc2)C1OCc1ccccc1. Reactants: COC1(c2ccc(Cl)c(Cc3ccc(OCCOC4CC4)cc3)c2)OC(CO[Si](C)(C)C(C)(C)C)C(OCc2ccccc2)C(OCc2ccccc2)C1OCc1ccccc1, CC(=O)Cl, CO. The reactants are C(C)(C)(C)OC(=O)NCC=1N(C(C2=CC=C(C=C2C1C=1SC=CC1)C(=O)OC)=O)CC(C)C (Methyl 3-{[(tert-butoxycarbonyl)amino]methyl}-2-isobutyl-1-oxo-4-(2-thienyl)-1,2-dihydro-6-isoquinolinecarboxylate), Cl (hydrogen chloride). The solvent is C(C)(=O)OCC (ethyl acetate). Reaction conditions: time 2 hour. The product is Cl.NCC=1N(C(C2=CC=C(C=C2C1C=1SC=CC1)C(=O)OC)=O)CC(C)C (methyl 3-(aminomethyl)-2-isobutyl-1-oxo-4-(2-thienyl)-1,2-dihydro-6-isoquinolinecarboxylate hydrochloride). The yield is 91.7%. RXN SMILES: C(OC([NH:8][CH2:9][C:10]1[N:11]([CH2:30][CH:31]([CH3:33])[CH3:32])[C:12](=[O:29])[C:13]2[C:18]([C:19]=1[C:20]1[S:21][CH:22]=[CH:23][CH:24]=1)=[CH:17][C:16]([C:25]([O:27][CH3:28])=[O:26])=[CH:15][CH:14]=2)=O)(C)(C)C.[ClH:34]>C(OCC)(=O)C>[ClH:34].[NH2:8][CH2:9][C:10]1[N:11]([CH2:30][CH:31]([CH3:33])[CH3:32])[C:12](=[O:29])[C:13]2[C:18]([C:19]=1[C:20]1[S:21][CH:22]=[CH:23][CH:24]=1)=[CH:17][C:16]([C:25]([O:27][CH3:28])=[O:26])=[CH:15][CH:14]=2 |f:3.4|. Reported procedure: Methyl 3-{[(tert-butoxycarbonyl)amino]methyl}-2-isobutyl-1-oxo-4-(2-thienyl)-1,2-dihydro-6-isoquinolinecarboxylate (0.14 g, 0.3 mmol) was dissolved in a solution of 4N hydrogen chloride in ethyl acetate (5 ml). The solution was stirred at room temperature for 2 h. The reaction mixture was concentrated under reduced pressure, and the residue was crystallized from ethyl acetate-diisopropyl ether to give methyl 3-(aminomethyl)-2-isobutyl-1-oxo-4-(2-thienyl)-1,2-dihydro-6-isoquinolinecarboxylate hyd...